The task is: describe an organic reaction: reactants, conditions, products, and yield. This data is from the Open Reaction Database (ORD), a public repository of structured organic reaction records. Reactants: O=C([O-])[O-], CI, CCOC(C)=O, [K+], [K+], CN(C)C=O, Oc1cc2c(c3ccccc13)Nc1ccccc1S2. The product is COc1cc2c(c3ccccc13)Nc1ccccc1S2. RXN SMILES: [C:22](=[O:23])([O-:24])[O-:25].[CH3:20][I:21].[CH3:33][CH2:34][O:35][C:36](=[O:37])[CH3:38].[K+:26].[K+:27].[O:28]=[CH:29][N:30]([CH3:31])[CH3:32].[OH:1][c:2]1[c:3]2[c:4]([c:5]3[c:14]([cH:15]1)[S:13][c:12]1[c:7]([cH:8][cH:9][cH:10][cH:11]1)[NH:6]3)[cH:16][cH:17][cH:18][cH:19]2>>[O:1]([c:2]1[c:3]2[c:4]([c:5]3[c:14]([cH:15]1)[S:13][c:12]1[c:7]([cH:8][cH:9][cH:10][cH:11]1)[NH:6]3)[cH:16][cH:17][cH:18][cH:19]2)[CH3:22]. Starting materials: CCCCc1nc2ccc(N3CCCNC3=O)cc2n1Cc1ccc(OC(C(=O)OCC)c2ccccc2)cc1, CCO, [Na+], [OH-]. The product is CCCCc1nc2ccc(N3CCCNC3=O)cc2n1Cc1ccc(OC(C(=O)O)c2ccccc2)cc1. RXN SMILES: [CH2:1]([CH2:2][CH2:3][CH3:4])[c:5]1[n:6][c:7]2[c:8]([n:9]1[CH2:10][c:11]1[cH:12][cH:13][c:14]([O:17][CH:18]([c:19]3[cH:20][cH:21][cH:22][cH:23][cH:24]3)[C:25](=[O:26])[O:27][CH2:28][CH3:29])[cH:15][cH:16]1)[cH:30][c:31]([N:34]1[C:35](=[O:40])[NH:36][CH2:37][CH2:38][CH2:39]1)[cH:32][cH:33]2.[CH3:43][CH2:44][OH:45].[Na+:42].[OH-:41]>>[CH2:1]([CH2:2][CH2:3][CH3:4])[c:5]1[n:6][c:7]2[c:8]([n:9]1[CH2:10][c:11]1[cH:12][cH:13][c:14]([O:17][CH:18]([c:19]3[cH:20][cH:21][cH:22][cH:23][cH:24]3)[C:25](=[O:26])[OH:27])[cH:15][cH:16]1)[cH:30][c:31]([N:34]1[C:35](=[O:40])[NH:36][CH2:37][CH2:38][CH2:39]1)[cH:32][cH:33]2. Reactants: ClC1=CC(=C(C=C1OC(C)C)N1N=CC(NC1=O)=O)F (2-[4-chloro-2-fluoro-5-(1-methylethoxy)phenyl]-1,2,4-triazine-3,5(2H,4H)-dione), ClCCCF (1-chloro-3-fluoropropane), Compound 50, ClC1=CC(=C(C=C1OC(C)C)N1N=CC(N(C1=O)CCCF)=O)F (2-[4-chloro-2-fluoro-5-(1-methylethoxy)phenyl]-4-(3-fluoropropyl)-1,2,4-triazine-3,5(2H,4H)-dione), IC (iodomethane), Compound 16, ClC1=C(C=C(C(=C1)Cl)OC(C)C)N1N=C(C(N(C1=O)CC=C)=O)C (2-[2,4-dichloro-5-(1-methylethoxy)phenyl]-6-methyl-4-(2-propenyl)-1,2,4-triazine-3,5(2H,4H)-dione), BrCC=C (3-bromo-1-propene). Procedure details: Compound 16, 2-[2,4-dichloro-5-(1-methylethoxy)phenyl]-6-methyl-4-(2-propenyl)-1,2,4-triazine-3,5(2H,4H)-dione, was also prepared by the method of Example IV using 3-bromo-1-propene rather than iodomethane in Step D. Similarly, Compound 50, 2-[4-chloro-2-fluoro-5-(1-methylethoxy)phenyl]-4-(3-fluoropropyl)-1,2,4-triazine-3,5(2H,4H)-dione, was prepared by treating Compound 17 (Example II D) with 1-chloro-3-fluoropropane. The product is ClC1=C(C=C(C(=C1)Cl)OC(C)C)N1N=C(C(N(C1=O)C)=O)C (2-[2,4-Dichloro-5-(1-methylethoxy)phenyl]-4,6-dimethyl-1,2,4-triazine-3,5(2H,4H)-dione). RXN SMILES: [Cl:1][C:2]1[CH:7]=[C:6]([Cl:8])[C:5]([O:9][CH:10]([CH3:12])[CH3:11])=[CH:4][C:3]=1[N:13]1[C:18](=[O:19])[N:17]([CH2:20]C=C)[C:16](=[O:23])[C:15]([CH3:24])=[N:14]1.BrCC=C.IC.ClC1C(OC(C)C)=CC(N2C(=O)N(CCCF)C(=O)C=N2)=C(F)C=1.ClC1C(OC(C)C)=CC(N2C(=O)NC(=O)C=N2)=C(F)C=1.ClCCCF>>[Cl:1][C:2]1[CH:7]=[C:6]([Cl:8])[C:5]([O:9][CH:10]([CH3:12])[CH3:11])=[CH:4][C:3]=1[N:13]1[C:18](=[O:19])[N:17]([CH3:20])[C:16](=[O:23])[C:15]([CH3:24])=[N:14]1. The reactants are D4, ClC=1C=C(C=O)C=CC1F (3-chloro-4-fluorobenzaldehyde), FC(C=1C=C(C=CC1)O)(F)F (3-(trifluoromethyl)phenol). The product is ClC=1C=C(C=O)C=CC1OC1=CC(=CC=C1)C(F)(F)F (3-chloro-4-(3-(trifluoromethyl)phenoxy)benzaldehyde). As a reaction SMILES: [Cl:1][C:2]1[CH:3]=[C:4]([CH:7]=[CH:8][C:9]=1F)[CH:5]=[O:6].[F:11][C:12]([F:21])([F:20])[C:13]1[CH:14]=[C:15]([OH:19])[CH:16]=[CH:17][CH:18]=1>>[Cl:1][C:2]1[CH:3]=[C:4]([CH:7]=[CH:8][C:9]=1[O:19][C:15]1[CH:16]=[CH:17][CH:18]=[C:13]([C:12]([F:11])([F:20])[F:21])[CH:14]=1)[CH:5]=[O:6]. Procedure details: The title compound was prepared by a procedure similar to that described for D4 starting from 3-chloro-4-fluorobenzaldehyde and 3-(trifluoromethyl)phenol.